Task: describe an organic reaction: reactants, conditions, products, and yield. Dataset: the Open Reaction Database (ORD), a public repository of structured organic reaction records The reactants are O(C1=CC=CC=C1)C=1C=C(C=CC1)CCCC(C)(C)C1=CC=C(C=C1)OC (1-(3-phenoxyphenyl)-4-(4-methoxyphenyl)-4-methylpentane), Br (hydrobromic acid), C(C)(=O)O (acetic acid). Isolated yield 87.4%. Solvent: O (water). Reaction SMILES: [O:1]([C:8]1[CH:9]=[C:10]([CH2:14][CH2:15][CH2:16][C:17]([C:20]2[CH:25]=[CH:24][C:23]([O:26]C)=[CH:22][CH:21]=2)([CH3:19])[CH3:18])[CH:11]=[CH:12][CH:13]=1)[C:2]1[CH:7]=[CH:6][CH:5]=[CH:4][CH:3]=1.Br.C(O)(=O)C>O>[O:1]([C:8]1[CH:9]=[C:10]([CH2:14][CH2:15][CH2:16][C:17]([C:20]2[CH:21]=[CH:22][C:23]([OH:26])=[CH:24][CH:25]=2)([CH3:19])[CH3:18])[CH:11]=[CH:12][CH:13]=1)[C:2]1[CH:3]=[CH:4][CH:5]=[CH:6][CH:7]=1. The product is O(C1=CC=CC=C1)C=1C=C(C=CC1)CCCC(C)(C)C1=CC=C(C=C1)O (1-(3-phenoxyphenyl)-4-(4-hydroxyphenyl)-4-methylpentane). Procedure: A mixture of 5.0 g of 1-(3-phenoxyphenyl)-4-(4-methoxyphenyl)-4-methylpentane, 30 ml of 47% hydrobromic acid and 30 ml of acetic acid was heated under reflux for 8 h. After cooling to room temperature, the reaction mixture was poured into water. After extraction with benzene, the benzene solution was washed with water and dried. Benzene was distilled off under reduced pressure and the obtained oily product was purified according to column chromatography (silica gel, developer: benzene) to obtain...